Dataset: the Open Reaction Database (ORD), a public repository of structured organic reaction records. Task: describe an organic reaction: reactants, conditions, products, and yield The reactants are NC=1C(=C(C(=O)OC)C=CC1)O (methyl 3-amino-2-hydroxybenzoate), N1=CC=CC=C1 (pyridine), FC1=C(C(=O)Cl)C=CC(=C1)C1=NC=CC=C1 (2-fluoro-4-(pyridine-2-yl)benzoyl chloride). Solvent: C1(=CC=CC=C1)C (toluene). Reaction conditions: temperature 70 celsius, time 4 hour. Yields the product FC1=C(C(=O)NC=2C(=C(C(=O)OC)C=CC2)O)C=CC(=C1)C1=NC=CC=C1 (methyl 3-(2-fluoro-4-(pyridin-2-yl)benzamido)-2-hydroxybenzoate). Isolated yield 45.0%. As a reaction SMILES: [NH2:1][C:2]1[C:3]([OH:12])=[C:4]([CH:9]=[CH:10][CH:11]=1)[C:5]([O:7][CH3:8])=[O:6].N1C=CC=CC=1.[F:19][C:20]1[CH:28]=[C:27]([C:29]2[CH:34]=[CH:33][CH:32]=[CH:31][N:30]=2)[CH:26]=[CH:25][C:21]=1[C:22](Cl)=[O:23]>C1(C)C=CC=CC=1>[F:19][C:20]1[CH:28]=[C:27]([C:29]2[CH:34]=[CH:33][CH:32]=[CH:31][N:30]=2)[CH:26]=[CH:25][C:21]=1[C:22]([NH:1][C:2]1[C:3]([OH:12])=[C:4]([CH:9]=[CH:10][CH:11]=1)[C:5]([O:7][CH3:8])=[O:6])=[O:23]. Procedure details: To a solution of methyl 3-amino-2-hydroxybenzoate (1.42 g, 8.50 mmol) and pyridine (1.0 mL, 8.5 mmol) in toluene (20 ml) was added 2-fluoro-4-(pyridine-2-yl)benzoyl chloride (2.0 g, 8.50 mmol) portion wise at 0° C. and then stirred at 70° C. for 4 h. The resulting mixture was extracted with ethyl acetate (4×100 mL). The organic phase was washed with water and saturated sodium bicarbonate, dried with anhydrous sodium sulfate and evaporated under reduced pressure to obtain methyl 3-(2-fluoro-4-(py... Starting materials: O=C(Nc1cccc(C(F)(F)F)c1)Nc1ccc(Br)cn1, CC(=O)[O-], C1CCC(P(C2CCCCC2)C2CCCCC2)CC1, Ic1cnc2cc(-c3ccncc3)ccn12, [K+], [Na+], [Na+], O=C([O-])[O-], C1COCCO1. The product is O=C(Nc1cccc(C(F)(F)F)c1)Nc1ccc(-c2cnc3cc(-c4ccncc4)ccn23)cn1. Reaction SMILES: [Br:1][c:2]1[cH:3][cH:4][c:5]([NH:8][C:9](=[O:10])[NH:11][c:12]2[cH:13][c:14]([C:18]([F:19])([F:20])[F:21])[cH:15][cH:16][cH:17]2)[n:6][cH:7]1.[CH3:42][C:43](=[O:44])[O-:45].[CH:22]1([P:23]([CH:24]2[CH2:25][CH2:26][CH2:27][CH2:28][CH2:29]2)[CH:30]2[CH2:31][CH2:32][CH2:33][CH2:34][CH2:35]2)[CH2:36][CH2:37][CH2:38][CH2:39][CH2:40]1.[I:46][c:47]1[cH:48][n:49][c:50]2[n:51]1[cH:52][cH:53][c:54](-[c:56]1[cH:57][cH:58][n:59][cH:60][cH:61]1)[cH:55]2.[K+:41].[Na+:62].[Na+:63].[O-:64][C:65](=[O:66])[O-:67].[O:68]1[CH2:69][CH2:70][O:71][CH2:72][CH2:73]1>>[c:2]1(-[c:47]2[cH:48][n:49][c:50]3[n:51]2[cH:52][cH:53][c:54](-[c:56]2[cH:57][cH:58][n:59][cH:60][cH:61]2)[cH:55]3)[cH:3][cH:4][c:5]([NH:8][C:9](=[O:10])[NH:11][c:12]2[cH:13][c:14]([C:18]([F:19])([F:20])[F:21])[cH:15][cH:16][cH:17]2)[n:6][cH:7]1. Product: CC(C)Oc1noc(C2CC(c3ccc(OC(F)(F)F)cc3)CN(C(=O)N3CCS(=O)CC3)C2)n1. RXN SMILES: [CH:1]([CH3:2])([CH3:3])[O:4][c:5]1[n:6][o:7][c:8]([CH:10]2[CH2:11][N:12]([C:27](=[O:28])[N:29]3[CH2:30][CH2:31][S:32][CH2:33][CH2:34]3)[CH2:13][CH:14]([c:16]3[cH:17][cH:18][c:19]([O:22][C:23]([F:24])([F:25])[F:26])[cH:20][cH:21]3)[CH2:15]2)[n:9]1.[OH:35][O:36][C:37]([c:38]1[cH:39][c:40]([Cl:41])[cH:42][cH:43][cH:44]1)=[O:45]>>[CH:1]([CH3:2])([CH3:3])[O:4][c:5]1[n:6][o:7][c:8]([CH:10]2[CH2:11][N:12]([C:27](=[O:28])[N:29]3[CH2:30][CH2:31][S:32](=[O:35])[CH2:33][CH2:34]3)[CH2:13][CH:14]([c:16]3[cH:17][cH:18][c:19]([O:22][C:23]([F:24])([F:25])[F:26])[cH:20][cH:21]3)[CH2:15]2)[n:9]1. Reactants: CC(C)Oc1noc(C2CC(c3ccc(OC(F)(F)F)cc3)CN(C(=O)N3CCSCC3)C2)n1, O=C(OO)c1cccc(Cl)c1. Run in ClCCCl (1,2-dichloroethane), O (water), O1CCCC1 (tetrahydrofuran). The reactants are C(C)(=O)O[BH-](OC(C)=O)OC(C)=O.[Na+] (sodium triacetoxyborohydride), C(C)NCCO (2-(ethylamino)ethanol), C(C)(=O)O (acetic acid), NC1=NC2=CC=C(C=C2C(=N1)C(=O)N1CC2=CC=CC=C2C1)C1=C(C=O)C=CC(=C1)F (2-[2-amino-4-(1,3-dihydroisoindole-2-carbonyl)quinazolin-6-yl]-4-fluorobenzaldehyde). Reported procedure: 114 mg of 2-[2-amino-4-(1,3-dihydroisoindole-2-carbonyl)quinazolin-6-yl]-4-fluorobenzaldehyde are dissolved in 2 ml of 1,2-dichloroethane and 2 ml of tetrahydrofuran. 57 μl of 2-(ethylamino)ethanol and 28 μl of glacial acetic acid are added, and the mixture is stirred at 60° C. for 6 h. After cooling to 25° C., 216 mg of sodium triacetoxyborohydride are added and stirred at 25° C. for a further 12 h. The mixture is poured into water, extracted three times with dichloromethane, and the combined o... Yields the product NC1=NC2=CC=C(C=C2C(=N1)C(=O)N1CC2=CC=CC=C2C1)C1=C(C=CC(=C1)F)CN(CCO)CC ([2-Amino-6-(2-{[ethyl-(2-hydroxyethyl)amino]methyl}-5-fluorophenyl)quinazolin-4-yl]-(1,3-dihydroisoindol-2-yl)methanone). Run at temperature 60 celsius, time 6 hour. Reaction SMILES: [NH2:1][C:2]1[N:11]=[C:10]([C:12]([N:14]2[CH2:22][C:21]3[C:16](=[CH:17][CH:18]=[CH:19][CH:20]=3)[CH2:15]2)=[O:13])[C:9]2[C:4](=[CH:5][CH:6]=[C:7]([C:23]3[CH:30]=[C:29]([F:31])[CH:28]=[CH:27][C:24]=3C=O)[CH:8]=2)[N:3]=1.[CH2:32]([NH:34][CH2:35][CH2:36][OH:37])[CH3:33].[C:38](O)(=O)C.C(O[BH-](OC(=O)C)OC(=O)C)(=O)C.[Na+]>ClCCCl.O1CCCC1.O>[NH2:1][C:2]1[N:11]=[C:10]([C:12]([N:14]2[CH2:22][C:21]3[C:16](=[CH:17][CH:18]=[CH:19][CH:20]=3)[CH2:15]2)=[O:13])[C:9]2[C:4](=[CH:5][CH:6]=[C:7]([C:23]3[CH:30]=[C:29]([F:31])[CH:28]=[CH:27][C:24]=3[CH2:38][N:34]([CH2:32][CH3:33])[CH2:35][CH2:36][OH:37])[CH:8]=2)[N:3]=1 |f:3.4|. Reactants: FC(F)(F)c1ccc(N2CCC(Br)CC2)nc1, CCCOc1cc(C(F)(F)F)ccc1S, [H-], [Na+], CN(C)C=O, O. Product: CCCOc1cc(C(F)(F)F)ccc1SC1CCN(c2ccc(C(F)(F)F)cn2)CC1. RXN SMILES: [Br:23][CH:24]1[CH2:25][CH2:26][N:27]([c:30]2[n:31][cH:32][c:33]([C:36]([F:37])([F:38])[F:39])[cH:34][cH:35]2)[CH2:28][CH2:29]1.[CH2:8]([CH2:9][CH3:10])[O:11][c:12]1[c:13]([SH:22])[cH:14][cH:15][c:16]([C:18]([F:19])([F:20])[F:21])[cH:17]1.[H-:1].[Na+:2].[O:3]=[CH:4][N:5]([CH3:6])[CH3:7].[OH2:40]>>[CH2:8]([CH2:9][CH3:10])[O:11][c:12]1[c:13]([S:22][CH:24]2[CH2:25][CH2:26][N:27]([c:30]3[n:31][cH:32][c:33]([C:36]([F:37])([F:38])[F:39])[cH:34][cH:35]3)[CH2:28][CH2:29]2)[cH:14][cH:15][c:16]([C:18]([F:19])([F:20])[F:21])[cH:17]1. Reactants: C(CCC)C1=NC2=C(N1CC1=CC=C(C=C1)C=1C(=CC=CC1)C(=O)OC(C)(C)C)C=C(C=C2)N(C(=O)NC2CCCCC2)CCCCC (tert.butyl 4'-[(2-n-butyl-6-(N-cyclohexylaminocarbonyl-n-pentylamino)-benzimidazol-1-yl)-methyl]biphenyl-2-carboxylate), FC(C(=O)O)(F)F (trifluoroacetic acid). Yields the product C(CCC)C1=NC2=C(N1CC1=CC=C(C=C1)C=1C(=CC=CC1)C(=O)O)C=C(C=C2)N(C(=O)NC2CCCCC2)CCCCC (4'-[(2-n-Butyl-6-(N-cyclohexylaminocarbonyl-n-pentyl-amino)-benzimidazol-1-yl)-methyl]biphenyl-2-carboxylic acid). RXN SMILES: [CH2:1]([C:5]1[N:9]([CH2:10][C:11]2[CH:16]=[CH:15][C:14]([C:17]3[C:18]([C:23]([O:25]C(C)(C)C)=[O:24])=[CH:19][CH:20]=[CH:21][CH:22]=3)=[CH:13][CH:12]=2)[C:8]2[CH:30]=[C:31]([N:34]([CH2:44][CH2:45][CH2:46][CH2:47][CH3:48])[C:35]([NH:37][CH:38]3[CH2:43][CH2:42][CH2:41][CH2:40][CH2:39]3)=[O:36])[CH:32]=[CH:33][C:7]=2[N:6]=1)[CH2:2][CH2:3][CH3:4].FC(F)(F)C(O)=O>>[CH2:1]([C:5]1[N:9]([CH2:10][C:11]2[CH:12]=[CH:13][C:14]([C:17]3[C:18]([C:23]([OH:25])=[O:24])=[CH:19][CH:20]=[CH:21][CH:22]=3)=[CH:15][CH:16]=2)[C:8]2[CH:30]=[C:31]([N:34]([CH2:44][CH2:45][CH2:46][CH2:47][CH3:48])[C:35]([NH:37][CH:38]3[CH2:39][CH2:40][CH2:41][CH2:42][CH2:43]3)=[O:36])[CH:32]=[CH:33][C:7]=2[N:6]=1)[CH2:2][CH2:3][CH3:4]. Procedure: Prepared in analogous manner to Example 9 from tert.butyl 4'-[(2-n-butyl-6-(N-cyclohexylaminocarbonyl-n-pentylamino)-benzimidazol-1-yl)-methyl]biphenyl-2-carboxylate and trifluoroacetic acid. Reactants: O=C([O-])[O-], CCOC(=O)CC(=O)c1ccccc1, CC#N, [K+], [K+]. Product: CCOC(=O)C1(C(=O)c2ccccc2)CC1. Reaction SMILES: [C:15](=[O:16])([O-:17])[O-:18].[C:1]([c:2]1[cH:3][cH:4][cH:5][cH:6][cH:7]1)(=[O:8])[CH2:9][C:10](=[O:11])[O:12][CH2:13][CH3:14].[CH3:21][C:22]#[N:23].[K+:19].[K+:20]>>[C:1]([c:2]1[cH:3][cH:4][cH:5][cH:6][cH:7]1)(=[O:8])[C:9]1([C:10](=[O:11])[O:12][CH2:13][CH3:14])[CH2:21][CH2:22]1. Starting materials: C1=CC=C2CCCN3C2=C1[C@H]1[C@@H]3CCNC1 ((7aS,11aR)-5,6,7a,8,9,10,11,11a-octahydro-4H-pyrido[3′,4′:4,5]pyrrolo[3,2,1-ij]quinoline), ClCCCC1=NOC2=C1C=CC(=C2)F (3-(3-chloropropyl)-6-fluoro-1,2-benzisoxazole), C(=O)([O-])[O-].[K+].[K+] (K2CO3). Yields the product FC1=CC2=C(C(=NO2)CCCN2C[C@@H]3[C@@H](N4CCCC5=CC=CC3=C45)CC2)C=C1 ((7aS,11aR)-10-[3-(6-fluoro-1,2-benzisoxazol-3-yl)propyl]-5,6,7a,8,9,10,11,11a-octahydro-4H-pyrido[3′,4′:4,5]pyrrolo[3,2,1-ij]quinoline). Yield: 79.2%. RXN SMILES: [CH:1]1[C:10]2[C@@H:11]3[CH2:16][NH:15][CH2:14][CH2:13][C@@H:12]3[N:8]3[C:9]=2[C:4]([CH2:5][CH2:6][CH2:7]3)=[CH:3][CH:2]=1.Cl[CH2:18][CH2:19][CH2:20][C:21]1[C:25]2[CH:26]=[CH:27][C:28]([F:30])=[CH:29][C:24]=2[O:23][N:22]=1.C([O-])([O-])=O.[K+].[K+]>>[F:30][C:28]1[CH:27]=[CH:26][C:25]2[C:21]([CH2:20][CH2:19][CH2:18][N:15]3[CH2:14][CH2:13][C@@H:12]4[N:8]5[C:9]6[C:4](=[CH:3][CH:2]=[CH:1][C:10]=6[C@@H:11]4[CH2:16]3)[CH2:5][CH2:6][CH2:7]5)=[N:22][O:23][C:24]=2[CH:29]=1 |f:2.3.4|. Procedure: The title compound (0.31 g, 75%) was prepared by the general method of Example 402 from (7aS,11aR)-5,6,7a,8,9,10,11,11a-octahydro-4H-pyrido[3′,4′:4,5]pyrrolo[3,2,1-ij]quinoline (0.21 g, 1.0 mmol), 3-(3-chloropropyl)-6-fluoro-1,2-benzisoxazole (0.43 g, 2.0 mmol), KI (catalytic) and K2CO3 (0.28 g, 2.0 mmol) after chromatographic purification as a white amorphous solid. The 1H NMR was identical to that of Example 408, (±)-cis-10-[3-(6-fluoro-1,2-benzisoxazol-3-yl)propyl]-5,6,7a,8,9,10,11,11a-octahy... The reactants are COc1cc([N+](=O)[O-])ccc1OCCN1CCCC1CO, CO, ClCCl. Yields the product COc1cc(N)ccc1OCCN1CCCC1CO. As a reaction SMILES: [CH3:1][O:2][c:3]1[c:4]([O:5][CH2:6][CH2:7][N:8]2[CH:9]([CH2:13][OH:14])[CH2:10][CH2:11][CH2:12]2)[cH:15][cH:16][c:17]([N+:19]([O-:20])=[O:21])[cH:18]1.[CH3:22][OH:23].[Cl:24][CH2:25][Cl:26]>>[CH3:1][O:2][c:3]1[c:4]([O:5][CH2:6][CH2:7][N:8]2[CH:9]([CH2:13][OH:14])[CH2:10][CH2:11][CH2:12]2)[cH:15][cH:16][c:17]([NH2:19])[cH:18]1.